Dataset: the Open Reaction Database (ORD), a public repository of structured organic reaction records. Task: describe an organic reaction: reactants, conditions, products, and yield Reactants: BrCC1CC1, COC(=O)c1ccc(O)cc1C, CC(C)=O, [I-], [K+], [K+], [Na+], O=C([O-])[O-]. Product: COC(=O)c1ccc(OCC2CC2)cc1C. RXN SMILES: [Br:21][CH2:22][CH:23]1[CH2:24][CH2:25]1.[CH3:1][O:2][C:3]([c:4]1[c:5]([CH3:11])[cH:6][c:7]([OH:10])[cH:8][cH:9]1)=[O:12].[CH3:26][C:27](=[O:28])[CH3:29].[I-:13].[K+:15].[K+:16].[Na+:14].[O-:17][C:18]([O-:19])=[O:20]>>[CH3:1][O:2][C:3]([c:4]1[c:5]([CH3:11])[cH:6][c:7]([O:10][CH2:22][CH:23]2[CH2:24][CH2:25]2)[cH:8][cH:9]1)=[O:12].